Task: describe an organic reaction: reactants, conditions, products, and yield. Dataset: the Open Reaction Database (ORD), a public repository of structured organic reaction records The reactants are ClC1=NC=NC(=C1CC=O)Cl ((4,6-dichloropyrimidin-5-yl)acetaldehyde), O1CC(C1)N (oxetan-3-amine). Product: ClC=1C2=C(N=CN1)N(C=C2)C2COC2 (4-Chloro-7-oxetan-3-yl-7H-pyrrolo[2,3-d]pyrimidine). As a reaction SMILES: Cl[C:2]1[C:7]([CH2:8][CH:9]=O)=[C:6]([Cl:11])[N:5]=[CH:4][N:3]=1.[O:12]1[CH2:15][CH:14]([NH2:16])[CH2:13]1>>[Cl:11][C:6]1[C:7]2[CH:8]=[CH:9][N:16]([CH:14]3[CH2:15][O:12][CH2:13]3)[C:2]=2[N:3]=[CH:4][N:5]=1. Procedure: The title compound was prepared according to the method described for Preparation 1 using (4,6-dichloropyrimidin-5-yl)acetaldehyde (Preparation 208) and oxetan-3-amine to afford the title compound as a yellow solid in 67% yield, 2.81 g. Reactants: [Al+3], CC1N(C)C(=O)OC12CCCCC2c1ccccc1, CC(C)O, Cl, [H-], [H-], [H-], [H-], [Li+], C1CCOC1, O. The product is CC(N(C)C)C1(O)CCCCC1c1ccccc1, Cl. As a reaction SMILES: [Al+3:21].[CH3:1][N:2]1[C:3](=[O:19])[O:4][C:5]2([CH:6]1[CH3:7])[CH:8]([c:13]1[cH:14][cH:15][cH:16][cH:17][cH:18]1)[CH2:9][CH2:10][CH2:11][CH2:12]2.[CH:33]([OH:34])([CH3:35])[CH3:36].[ClH:27].[H-:20].[H-:23].[H-:24].[H-:25].[Li+:22].[O:28]1[CH2:29][CH2:30][CH2:31][CH2:32]1.[OH2:26]>>[CH3:1][N:2]([CH3:3])[CH:6]([C:5]1([OH:4])[CH:8]([c:13]2[cH:14][cH:15][cH:16][cH:17][cH:18]2)[CH2:9][CH2:10][CH2:11][CH2:12]1)[CH3:7].[ClH:27]. The reactants are C(C)N1C=C(C(C2=CC(=C(C=C12)N1CCNCC1)F)=O)C(=O)O (1-ethyl-6-fluoro-1,4-dihydro-7-(1-piperazinyl)-4-oxo-3-quinoline carboxylic acid), S(=O)(=O)(OCC1CO1)C1=CC=C(C)C=C1 (glycidyl tosylate). Solvent: CN(C=O)C (N,N-dimethylformamide). Conditions: time 20 minute. Yields the product C(C)N1C=C(C(C2=CC(=C(C=C12)N1CCN(CC1)CC(COS(=O)(=O)C1=CC=C(C=C1)C)O)F)=O)C(=O)O (1-ethyl-6-fluoro-1,4-dihydro-7-{4-[2-hydroxy-3-(toluene-4-sulfonyloxy)-propyl]-1-pip erazinyl}-4-oxo-3-quinoline carboxylic acid). The yield is 32.4%. RXN SMILES: [CH2:1]([N:3]1[C:12]2[C:7](=[CH:8][C:9]([F:19])=[C:10]([N:13]3[CH2:18][CH2:17][NH:16][CH2:15][CH2:14]3)[CH:11]=2)[C:6](=[O:20])[C:5]([C:21]([OH:23])=[O:22])=[CH:4]1)[CH3:2].[S:24]([C:32]1[CH:38]=[CH:37][C:35]([CH3:36])=[CH:34][CH:33]=1)([O:27][CH2:28][CH:29]1[O:31][CH2:30]1)(=[O:26])=[O:25]>CN(C)C=O>[CH2:1]([N:3]1[C:12]2[C:7](=[CH:8][C:9]([F:19])=[C:10]([N:13]3[CH2:18][CH2:17][N:16]([CH2:30][CH:29]([OH:31])[CH2:28][O:27][S:24]([C:32]4[CH:38]=[CH:37][C:35]([CH3:36])=[CH:34][CH:33]=4)(=[O:26])=[O:25])[CH2:15][CH2:14]3)[CH:11]=2)[C:6](=[O:20])[C:5]([C:21]([OH:23])=[O:22])=[CH:4]1)[CH3:2]. Procedure: 39.4 mg of 1-ethyl-6-fluoro-1,4-dihydro-7-(1-piperazinyl)-4-oxo-3-quinoline carboxylic acid were mixed with 50 ml of N,N-dimethylformamide in a round flask of 100 ml and slowly stirred at room temperature for 20 minutes. 14.4 mg of glycidyl tosylate were added thereto, it was stirred at room temperature, and then washed with 30.0 ml of N,N-dimethylformamide. The reactants were held at 80° C. for 5 hours and then stirred at 25° C. for 10 minutes. The reactants were crystallized through column chr... The reactants are O=[N+]([O-])c1cccc(CBr)c1, C[Si](C)(C)[N-][Si](C)(C)C, CCOC(C)=O, COc1cc(F)c(F)cc1-c1ccc(O)cc1, [Li+], CN(C)C=O. Product: COc1cc(F)c(F)cc1-c1ccc(OCc2cccc([N+](=O)[O-])c2)cc1. Reaction SMILES: [Br:6][CH2:7][c:8]1[cH:9][c:10]([N+:14](=[O:15])[O-:16])[cH:11][cH:12][cH:13]1.[CH3:34][Si:35]([N-:36][Si:37]([CH3:38])([CH3:39])[CH3:40])([CH3:41])[CH3:42].[CH3:44][CH2:45][O:46][C:47](=[O:48])[CH3:49].[F:17][c:18]1[cH:19][c:20]([O:32][CH3:33])[c:21](-[c:25]2[cH:26][cH:27][c:28]([OH:31])[cH:29][cH:30]2)[cH:22][c:23]1[F:24].[Li+:43].[O:1]=[CH:2][N:3]([CH3:4])[CH3:5]>>[CH2:7]([c:8]1[cH:9][c:10]([N+:14](=[O:15])[O-:16])[cH:11][cH:12][cH:13]1)[O:31][c:28]1[cH:27][cH:26][c:25](-[c:21]2[c:20]([O:32][CH3:33])[cH:19][c:18]([F:17])[c:23]([F:24])[cH:22]2)[cH:30][cH:29]1. Reactants: CC(C(CN1N=CN=C1)=O)(C)C (3,3-dimethyl-1-(1,2,4-triazol-1-yl)-butan-2-one), ClC1=CC=C(C=O)C=C1 (4-chlorobenzaldehyde), C(C)(=O)O (acetic acid), N1CCCCC1 (piperidine). The solvent is C1(=CC=CC=C1)C (toluene). The product is ClC1=CC=C(C=C1)C=C(C(C(C)(C)C)=O)N1N=CN=C1 (1-(4-chlorophenyl)-4,4-dimethyl-2-(1,2,4-triazol-1-yl)-pent-1-en-3-one). Isolated yield 12.1%. RXN SMILES: [CH3:1][C:2]([CH3:12])([CH3:11])[C:3](=[O:10])[CH2:4][N:5]1[CH:9]=[N:8][CH:7]=[N:6]1.[Cl:13][C:14]1[CH:21]=[CH:20][C:17]([CH:18]=O)=[CH:16][CH:15]=1.C(O)(=O)C.N1CCCCC1>C1(C)C=CC=CC=1>[Cl:13][C:14]1[CH:21]=[CH:20][C:17]([CH:18]=[C:4]([N:5]2[CH:9]=[N:8][CH:7]=[N:6]2)[C:3](=[O:10])[C:2]([CH3:12])([CH3:11])[CH3:1])=[CH:16][CH:15]=1. Reported procedure: 167 g (1 mol) of 3,3-dimethyl-1-(1,2,4-triazol-1-yl)-butan-2-one and 140.5 g (1 mol) of 4-chlorobenzaldehyde were dissolved in 700 ml of toluene and 1.2 g (0.02 mol) of glacial acetic acid and 1.8 ml (0.02 mol) of piperidine were added. The reaction mixture was heated for 40 hours to 120° C., while continuously separating off the water of reaction. Thereafter the reaction mixture was concentrated in vacuo and the oil which remained was distilled (boiling range 130°-160° C./0.04 mm Hg). The disti...